From a dataset of the Open Reaction Database (ORD), a public repository of structured organic reaction records. describe an organic reaction: reactants, conditions, products, and yield Reactants: CC[SiH](CC)CC, Cc1nc(NC(c2ccccc2)(c2ccccc2)c2ccccc2)sc1C(=O)N(C)c1ccc(Cc2nc3c([nH]2)c(=O)n(Cc2ccccc2F)c(=O)n3CC2CC2)cc1, ClCCl, O=C(O)C(F)(F)F. Product: Cc1nc(N)sc1C(=O)N(C)c1ccc(Cc2nc3c([nH]2)c(=O)n(Cc2ccccc2F)c(=O)n3CC2CC2)cc1. Reaction SMILES: [CH2:68]([SiH:69]([CH2:70][CH3:71])[CH2:72][CH3:73])[CH3:74].[CH:1]1([CH2:4][n:5]2[c:6](=[O:60])[n:7]([CH2:52][c:53]3[c:54]([F:59])[cH:55][cH:56][cH:57][cH:58]3)[c:8](=[O:51])[c:9]3[nH:10][c:11]([CH2:14][c:15]4[cH:16][cH:17][c:18]([N:21]([C:22](=[O:23])[c:24]5[c:25]([CH3:49])[n:26][c:27]([NH:29][C:30]([c:31]6[cH:32][cH:33][cH:34][cH:35][cH:36]6)([c:37]6[cH:38][cH:39][cH:40][cH:41][cH:42]6)[c:43]6[cH:44][cH:45][cH:46][cH:47][cH:48]6)[s:28]5)[CH3:50])[cH:19][cH:20]4)[n:12][c:13]23)[CH2:2][CH2:3]1.[Cl:75][CH2:76][Cl:77].[OH:61][C:62]([C:63]([F:64])([F:65])[F:66])=[O:67]>>[CH:1]1([CH2:4][n:5]2[c:6](=[O:60])[n:7]([CH2:52][c:53]3[c:54]([F:59])[cH:55][cH:56][cH:57][cH:58]3)[c:8](=[O:51])[c:9]3[nH:10][c:11]([CH2:14][c:15]4[cH:16][cH:17][c:18]([N:21]([C:22](=[O:23])[c:24]5[c:25]([CH3:49])[n:26][c:27]([NH2:29])[s:28]5)[CH3:50])[cH:19][cH:20]4)[n:12][c:13]23)[CH2:2][CH2:3]1.